Task: describe an organic reaction: reactants, conditions, products, and yield. Dataset: the Open Reaction Database (ORD), a public repository of structured organic reaction records The reactants are BrC1=CC(=C(C(=C1)C)OCC1=CC=CC=C1)CC (4-bromo-2-ethyl-6-methyl-1-benzyloxybenzene), crude product, ice water, COB(OC)OC (trimethoxyboron), C(CCC)[Li] (n-butyl lithium), Cl (hydrochloric acid), OO (hydrogen peroxide). Run in O1CCCC1 (tetrahydrofuran), O1CCCC1 (tetrahydrofuran), C1(=CC=CC=C1)C (toluene). Conditions: temperature 70 celsius, time 2 hour. Product: C(C)C=1C=C(C=C(C1OCC1=CC=CC=C1)C)O (3-ethyl-4-benzyloxy-5-methylphenol). The yield is 92.9%. RXN SMILES: Br[C:2]1[CH:7]=[C:6]([CH3:8])[C:5]([O:9][CH2:10][C:11]2[CH:16]=[CH:15][CH:14]=[CH:13][CH:12]=2)=[C:4]([CH2:17][CH3:18])[CH:3]=1.C([Li])CCC.C[O:25]B(OC)OC.Cl.OO>O1CCCC1.C1(C)C=CC=CC=1>[CH2:17]([C:4]1[CH:3]=[C:2]([OH:25])[CH:7]=[C:6]([CH3:8])[C:5]=1[O:9][CH2:10][C:11]1[CH:16]=[CH:15][CH:14]=[CH:13][CH:12]=1)[CH3:18]. Procedure: Then, 35.6 g of 4-bromo-2-ethyl-6-methyl-1-benzyloxybenzene was dissolved in 250 ml of tetrahydrofuran, and 69 ml of n-butyl lithium solution (in hexane; 1.69 mol/liter), while stirring at-70° C. After further stirring at 70° C. for 2 hours, a solution of 12.1 g of trimethoxyboron dissolved in 50 ml of tetrahydrofuran was added dropwise to the reaction mixture. After completion of the dropwise addition, the reaction mixture was returned to room temperature, stirred for 1 hour, and then poured in... The reactants are ClC1=C(C=C(C=C1)NC(=O)N[C@@H]1CC[C@@H](CC1)O)C(F)(F)F (cis-1-(4-chloro-3-trifluoromethyl-phenyl)-3-(4-hydroxy-cyclohexyl)-urea), ClC1=CC(=NC=C1)C(=O)OC(C)(C)C (tert-butyl 4-chloropicolinate), CC(C)([O-])C.[K+] (potassium tert-butoxide). Solvent: C1CCOC1 (THF), C1CCOC1 (THF). Run at time 8 hour. Yields the product C(C)(C)(C)OC(=O)C1=NC=CC(=C1)O[C@@H]1CC[C@@H](CC1)NC(=O)NC1=CC(=C(C=C1)Cl)C(F)(F)F (cis-4-{4-[3-(4-Chloro-3-trifluoromethyl-phenyl)-ureido]-cyclohexyloxy}-pyridine-2-carboxylic acid tert-butyl ester). As a reaction SMILES: [Cl:1][C:2]1[CH:7]=[CH:6][C:5]([NH:8][C:9]([NH:11][C@H:12]2[CH2:17][CH2:16][C@@H:15]([OH:18])[CH2:14][CH2:13]2)=[O:10])=[CH:4][C:3]=1[C:19]([F:22])([F:21])[F:20].Cl[C:24]1[CH:29]=[CH:28][N:27]=[C:26]([C:30]([O:32][C:33]([CH3:36])([CH3:35])[CH3:34])=[O:31])[CH:25]=1.CC(C)([O-])C.[K+]>C1COCC1>[C:33]([O:32][C:30]([C:26]1[CH:25]=[C:24]([O:18][C@H:15]2[CH2:14][CH2:13][C@@H:12]([NH:11][C:9]([NH:8][C:5]3[CH:6]=[CH:7][C:2]([Cl:1])=[C:3]([C:19]([F:20])([F:21])[F:22])[CH:4]=3)=[O:10])[CH2:17][CH2:16]2)[CH:29]=[CH:28][N:27]=1)=[O:31])([CH3:36])([CH3:34])[CH3:35] |f:2.3|. Procedure details: To a solution of cis-1-(4-chloro-3-trifluoromethyl-phenyl)-3-(4-hydroxy-cyclohexyl)-urea (0.38 g, 1.13 mmol) and tert-butyl 4-chloropicolinate (0.24 g, 1.13 mmol) in THF (12 mL) was added 1.0 M potassium tert-butoxide solution in THF (3.4 mL, 3.4 mmol) at 0° C. The reaction mixture was allowed to slowly warm to room temperature and then stirred overnight. The reaction was quenched by adding water and the resulting white precipitates were collected and washed with water. Purification by column ch... Reactants: C(C1=CC=CC=C1)OC(=O)N1CC(CCC1)C(=O)C1=C(NC2=CC=CC=C12)C1=CC=CC=C1 (3-(2-phenyl-1H-indol-3-ylcarbonyl)piperidine-1-carboxylic acid benzyl ester), C1=CCC=CC1 (1,4-cyclohexadiene). Reagents/catalysts: [Pd] (palladium on carbon). Solvent: C(C)O (ethanol). The product is C1(=CC=CC=C1)C=1NC2=CC=CC=C2C1C(=O)C1CNCCC1 ((2-phenyl-1H-indol-3-yl)piperidin-3-ylmethanone). Isolated yield 93.2%. RXN SMILES: C(OC([N:11]1[CH2:16][CH2:15][CH2:14][CH:13]([C:17]([C:19]2[C:27]3[C:22](=[CH:23][CH:24]=[CH:25][CH:26]=3)[NH:21][C:20]=2[C:28]2[CH:33]=[CH:32][CH:31]=[CH:30][CH:29]=2)=[O:18])[CH2:12]1)=O)C1C=CC=CC=1.C1CC=CCC=1>C(O)C.[Pd]>[C:28]1([C:20]2[NH:21][C:22]3[C:27]([C:19]=2[C:17]([CH:13]2[CH2:14][CH2:15][CH2:16][NH:11][CH2:12]2)=[O:18])=[CH:26][CH:25]=[CH:24][CH:23]=3)[CH:33]=[CH:32][CH:31]=[CH:30][CH:29]=1. Procedure: A solution of 11.6 g (26.5 mmol) of 3-(2-phenyl-1H-indol-3-ylcarbonyl)piperidine-1-carboxylic acid benzyl ester and 6.4 g (79.5 mmol) of 1,4-cyclohexadiene in ethanol under an atmosphere of nitrogen was charged with 1 g of 10% palladium on carbon. The mixture was heated under reflux for 2 hr, after which it was cooled and filtered to remove the catalyst, and the filtrate evaporated in vacuo to afford 7.5 g (24.7 mmol; 93%) of (2-phenyl-1H-indol-3-yl)piperidin-3-ylmethanone as a clear oil. δH (36... Starting materials: BrC=1C(=CC2=C(C3(CCCC2(C3O)C)C)C1)OCCCCCCC ((5RS,9SR,10RS)-2-bromo-3-heptyloxy-10-hydroxy-5,9-dimethyl-6,7,8,9-tetrahydro-5,9-methano-5H-benzocycloheptene), N1=C(C=CC=C1C)C (2,6-lutidine), O(S(=O)(=O)C(F)(F)F)[Si](C)(C)C(C)(C)C (t-butyldimethylsilyl triflate). Run in C(Cl)Cl (CH2Cl2). Reaction conditions: temperature 35 celsius, time 8 hour. Yields the product BrC=1C(=CC2=C(C3(CCCC2(C3O[Si](C)(C)C(C)(C)C)C)C)C1)OCCCCCCC ((5RS,9SR,10RS)-2-bromo-10-t-butyldimethylsilyloxy-3-heptyloxy-5,9-dimethyl-6,7,8,9-tetrahydro-5,9-methano-5H-benzocycloheptene). RXN SMILES: [Br:1][C:2]1[C:3]([O:17][CH2:18][CH2:19][CH2:20][CH2:21][CH2:22][CH2:23][CH3:24])=[CH:4][C:5]2[C:11]3([CH3:14])[CH:12]([OH:13])[C:7]([CH3:15])([CH2:8][CH2:9][CH2:10]3)[C:6]=2[CH:16]=1.N1C(C)=CC=CC=1C.O([Si:41]([C:44]([CH3:47])([CH3:46])[CH3:45])([CH3:43])[CH3:42])S(C(F)(F)F)(=O)=O>C(Cl)Cl>[Br:1][C:2]1[C:3]([O:17][CH2:18][CH2:19][CH2:20][CH2:21][CH2:22][CH2:23][CH3:24])=[CH:4][C:5]2[C:11]3([CH3:14])[CH:12]([O:13][Si:41]([C:44]([CH3:47])([CH3:46])[CH3:45])([CH3:43])[CH3:42])[C:7]([CH3:15])([CH2:8][CH2:9][CH2:10]3)[C:6]=2[CH:16]=1. Procedure: 4.49 g of the thus-obtained (5RS,9SR,10RS)-2-bromo-3-heptyloxy-10-hydroxy-5,9-dimethyl-6,7,8,9-tetrahydro-5,9-methano-5H-benzocycloheptene were placed in 12 ml of CH2Cl2 under argon and treated with 2.58 ml of 2,6-lutidine followed by 3.08 ml of t-butyldimethylsilyl triflate. The mixture was stirred at 35° C. overnight and then poured on to ice. The mixture was extracted with diethyl ether, washed with 1N HCl and water, dried over Na2SO4 and evaporated. Column filtration (SiO2/hexane) gave 5.39 ...